This data is from the Open Reaction Database (ORD), a public repository of structured organic reaction records. The task is: describe an organic reaction: reactants, conditions, products, and yield The reactants are C[C@H]1[C@H](CC2=C(C=CC=C12)C)C(=O)O (cis-2,3-Dihydro-1,4-dimethyl-1H-indene-2-carboxylic acid), acid chloride, S(=O)(Cl)Cl (thionyl chloride). Yields the product C[C@H]1[C@H](CC2=C(C=CC=C12)C)C(=O)Cl (cis-2,3-Dihydro-1,4-dimethyl-1H-indene-2-carboxylic acid chloride). Yield: 92.0%. As a reaction SMILES: [CH3:1][C@@H:2]1[C:10]2[C:5](=[C:6]([CH3:11])[CH:7]=[CH:8][CH:9]=2)[CH2:4][C@@H:3]1[C:12]([OH:14])=O.S(Cl)([Cl:17])=O>>[CH3:1][C@@H:2]1[C:10]2[C:5](=[C:6]([CH3:11])[CH:7]=[CH:8][CH:9]=2)[CH2:4][C@@H:3]1[C:12]([Cl:17])=[O:14]. Reported procedure: cis-2,3-Dihydro-1,4-dimethyl-1H-indene-2-carboxylic acid is converted to its acid chloride by treatment with thionyl chloride. Yield 92%. Procedure: The compound Bis(5-benzyloxyindol-3-yl)-(2,4-dichlorophenyl)methane was prepared following procedure A, starting from 5-benzyloxy indole and 2,4 dichloro benzaldehyde. LC: Tr 2.89 min, MS: 603 (M+H)+ The product is C(C1=CC=CC=C1)OC=1C=C2C(=CNC2=CC1)C(C1=C(C=C(C=C1)Cl)Cl)C1=CNC2=CC=C(C=C12)OCC1=CC=CC=C1 (Bis(5-benzyloxyindol-3-yl)-(2,4-dichlorophenyl)methane). RXN SMILES: [CH2:1]([O:8][C:9]1[CH:10]=[C:11]2[C:15](=[CH:16][CH:17]=1)[NH:14][CH:13]=[CH:12]2)[C:2]1[CH:7]=[CH:6][CH:5]=[CH:4][CH:3]=1.[Cl:18][C:19]1[CH:26]=[C:25]([Cl:27])[CH:24]=[CH:23][C:20]=1[CH:21]=O>>[CH2:1]([O:8][C:9]1[CH:10]=[C:11]2[C:15](=[CH:16][CH:17]=1)[NH:14][CH:13]=[C:12]2[CH:21]([C:12]1[C:11]2[C:15](=[CH:16][CH:17]=[C:9]([O:8][CH2:1][C:2]3[CH:3]=[CH:4][CH:5]=[CH:6][CH:7]=3)[CH:10]=2)[NH:14][CH:13]=1)[C:20]1[CH:23]=[CH:24][C:25]([Cl:27])=[CH:26][C:19]=1[Cl:18])[C:2]1[CH:3]=[CH:4][CH:5]=[CH:6][CH:7]=1. Reactants: C(C1=CC=CC=C1)OC=1C=C2C=CNC2=CC1 (5-benzyloxy indole), ClC1=C(C=O)C=CC(=C1)Cl (2,4 dichloro benzaldehyde). Reactants: [Cl-].[NH4+] (Ammonium chloride), N (ammonia), COC(=N)C1=NN(C=N1)[C@H]1[C@H](O)[C@H](O)[C@H](O1)CO (Methyl-1-(β-D-ribofuranosyl)[1,2,4]triazole-3-carboximidate). Solvent: CO (methanol), CO (methanol). Run at time 8 hour. Product: Cl.[C@@H]1([C@H](O)[C@H](O)[C@H](O1)CO)N1N=C(N=C1)C(=N)N (1-(β-D-ribofuranosyl)[1,2,4]triazole-3-carboxamidine hydrochloride). The yield is 93.0%. RXN SMILES: CO[C:3]([C:5]1[N:9]=[CH:8][N:7]([C@@H:10]2[O:16][C@H:15]([CH2:17][OH:18])[C@@H:13]([OH:14])[C@H:11]2[OH:12])[N:6]=1)=[NH:4].[Cl-:19].[NH4+:20].N>CO>[ClH:19].[C@@H:10]1([N:7]2[CH:8]=[N:9][C:5]([C:3]([NH2:4])=[NH:20])=[N:6]2)[O:16][C@H:15]([CH2:17][OH:18])[C@@H:13]([OH:14])[C@H:11]1[OH:12] |f:1.2,5.6|. Procedure details: The compound (4) residue was dissolved in a minimum amount of methanol (15 mL) and transferred to a pressure bottle. Ammonium chloride (0.61 g, 11.4 mmol) and a solution of methanol saturated at 0° with dry ammonia gas (75 mL) were added, the bottle sealed and the solution stirred at room temperature overnight. The solution was concentrated to dryness in vacuo and the resulting residue crystallized from acetonitrile-ethanol to yield compound (6) as a crystalline solid (2.95 g, 93%). This sample ... Starting materials: FC(C(=O)O)(F)F.ClC=1C=C(C=C(C1C[C@H]1C(N(CC1)C1CCNCC1)=O)Cl)C1=CC=C(C=C1)C(=O)N1CCC(CC1)C(F)(F)F ((R)-3-[3,5-Dichloro-4′-(4-trifluoromethyl-piperidine-1-carbonyl)-biphenyl-4-ylmethyl]-1-piperidin-4-yl-pyrrolidin-2-one trifluoroacetic acid), C([O-])([O-])=O.[K+].[K+] (potassium carbonate), C[Si](C)(C)N=C=O (Trimethylsilyl-isocyanate). The solvent is CC(=O)C (Acetone). Conditions: time 8 hour. The product is CNC(=O)N1CCC(CC1)N1C([C@@H](CC1)CC1=C(C=C(C=C1Cl)C1=CC=C(C=C1)C(=O)N1CCC(CC1)C(F)(F)F)Cl)=O ((R)-4-{3-[3,5-Dichloro-4′-(4-trifluoromethyl-piperidine-1-carbonyl)-biphenyl-4-ylmethyl]-2-oxo-pyrrolidin-1-yl}-piperidine-1-carboxylic acid methylamide). The yield is 37.1%. Reaction SMILES: FC(F)(F)[C:3]([OH:5])=O.[Cl:8][C:9]1[CH:10]=[C:11]([C:29]2[CH:34]=[CH:33][C:32]([C:35]([N:37]3[CH2:42][CH2:41][CH:40]([C:43]([F:46])([F:45])[F:44])[CH2:39][CH2:38]3)=[O:36])=[CH:31][CH:30]=2)[CH:12]=[C:13]([Cl:28])[C:14]=1[CH2:15][C@@H:16]1[CH2:20][CH2:19][N:18]([CH:21]2[CH2:26][CH2:25][NH:24][CH2:23][CH2:22]2)[C:17]1=[O:27].C(=O)([O-])[O-].[K+].[K+].C[Si]([N:57]=[C:58]=O)(C)C>CC(C)=O>[CH3:58][NH:57][C:3]([N:24]1[CH2:23][CH2:22][CH:21]([N:18]2[CH2:19][CH2:20][C@@H:16]([CH2:15][C:14]3[C:9]([Cl:8])=[CH:10][C:11]([C:29]4[CH:30]=[CH:31][C:32]([C:35]([N:37]5[CH2:38][CH2:39][CH:40]([C:43]([F:46])([F:44])[F:45])[CH2:41][CH2:42]5)=[O:36])=[CH:33][CH:34]=4)=[CH:12][C:13]=3[Cl:28])[C:17]2=[O:27])[CH2:26][CH2:25]1)=[O:5] |f:0.1,2.3.4|. Procedure: A solution of (R)-3-[3,5-Dichloro-4′-(4-trifluoromethyl-piperidine-1-carbonyl)-biphenyl-4-ylmethyl]-1-piperidin-4-yl-pyrrolidin-2-one trifluoroacetic acid (Preparation 30) (112 mg, 0.16 mmol) and potassium carbonate (40 mg, 0.32 mmol) in Acetone (5 mL) is treated with Trimethylsilyl-isocyanate (30 mg, 0.24 mmol). The reaction is stirred overnight at room temperature. The reaction is quenched with 1N HCl and extracted with Et2O. The organic is washed with brine, dried over MgSO4, and filtered. Th... The reactants are CC(C)NC(C)C, CN(C)C=O, COc1cc2c(Oc3ccc4[nH]ccc4c3)ncnc2cc1OCC1CO1. RXN SMILES: [CH:28]([CH3:29])([CH3:30])[NH:31][CH:32]([CH3:33])[CH3:34].[O:35]=[CH:36][N:37]([CH3:38])[CH3:39].[nH:1]1[cH:2][cH:3][c:4]2[cH:5][c:6]([O:10][c:11]3[n:12][cH:13][n:14][c:15]4[cH:16][c:17]([O:23][CH2:24][CH:25]5[O:26][CH2:27]5)[c:18]([O:21][CH3:22])[cH:19][c:20]34)[cH:7][cH:8][c:9]12>>[nH:1]1[cH:2][cH:3][c:4]2[cH:5][c:6]([O:10][c:11]3[n:12][cH:13][n:14][c:15]4[cH:16][c:17]([O:23][CH2:24][CH:25]([OH:26])[CH2:27][N:31]([CH:28]([CH3:29])[CH3:30])[CH:32]([CH3:33])[CH3:34])[c:18]([O:21][CH3:22])[cH:19][c:20]34)[cH:7][cH:8][c:9]12. Yields the product COc1cc2c(Oc3ccc4[nH]ccc4c3)ncnc2cc1OCC(O)CN(C(C)C)C(C)C. The reactants are BrC=1C=CC(=NC1)C=O (5-Bromo-pyridine-2-carbaldehyde), CO (methanol), C([O-])([O-])=O.[Na+].[Na+] (Sodium carbonate), Cl.NO (hydroxylamine hydrochloride). The solvent is O (water), O (water), O (Water). Conditions: time 30 minute. Product: BrC=1C=CC(=NC1)C=NO (5-Bromopyridine-2-carbaldehyde oxime). Isolated yield 92.7%. RXN SMILES: [Br:1][C:2]1[CH:3]=[CH:4][C:5]([CH:8]=O)=[N:6][CH:7]=1.CO.Cl.[NH2:13][OH:14].C(=O)([O-])[O-].[Na+].[Na+]>O>[Br:1][C:2]1[CH:3]=[CH:4][C:5]([CH:8]=[N:13][OH:14])=[N:6][CH:7]=1 |f:2.3,4.5.6|. Procedure: 5-Bromo-pyridine-2-carbaldehyde (X. Wang et al, Tetrahedron Letters 41 (2000), 4335–4338) (60 g, 322 mmol) was added to methanol (700 ml) and then water was added (700 ml) followed by addition of hydroxylamine hydrochloride (28 g, 403 mmol). Sodium carbonate (20.5 g, 193.2 mmol) in water (200 ml) was added and the reaction was stirred for 30 minutes. Water (500 ml) was then added and the precipitate was filtered and washed with water (2×300 ml) to give the desired product (60 g). Starting materials: BrC1=NC(=CC=C1)CO[Si](C)(C)C(C)(C)C (2-Bromo-6-({[tert-butyl(dimethyl)silyl]oxy}methyl)pyridine), OC[C@H]1N(CCCC1)C(=O)OC(C)(C)C (tert-butyl (2S)-2-(hydroxymethyl)piperidine-1-carboxylate), C(C)(C)(C)P(C1=C(C=CC=C1)C1=CC=CC=C1)C(C)(C)C (2-(di-t-butylphosphino)biphenyl), Cs2(CO3). Reagents/catalysts: CC(=O)[O-].CC(=O)[O-].[Pd+2] (Pd(OAc)2). Run in C1(=CC=CC=C1)C (toluene). Run at temperature 100 celsius. Product: [Si](C)(C)(C(C)(C)C)OCC1=CC=CC(=N1)OC[C@H]1N(CCCC1)C(=O)OC(C)(C)C (tert-Butyl (2S)-2-({[6-({[tert-butyl(dimethyl)silyl]oxy}methyl)pyridin-2-yl]oxy}methyl)piperidine-1-carboxylate). Reaction SMILES: Br[C:2]1[CH:7]=[CH:6][CH:5]=[C:4]([CH2:8][O:9][Si:10]([C:13]([CH3:16])([CH3:15])[CH3:14])([CH3:12])[CH3:11])[N:3]=1.[OH:17][CH2:18][C@@H:19]1[CH2:24][CH2:23][CH2:22][CH2:21][N:20]1[C:25]([O:27][C:28]([CH3:31])([CH3:30])[CH3:29])=[O:26].C(P(C(C)(C)C)C1C=CC=CC=1C1C=CC=CC=1)(C)(C)C>C1(C)C=CC=CC=1.CC([O-])=O.CC([O-])=O.[Pd+2]>[Si:10]([O:9][CH2:8][C:4]1[N:3]=[C:2]([O:17][CH2:18][C@@H:19]2[CH2:24][CH2:23][CH2:22][CH2:21][N:20]2[C:25]([O:27][C:28]([CH3:31])([CH3:30])[CH3:29])=[O:26])[CH:7]=[CH:6][CH:5]=1)([C:13]([CH3:16])([CH3:15])[CH3:14])([CH3:12])[CH3:11] |f:4.5.6|. Reported procedure: 2-Bromo-6-({[tert-butyl(dimethyl)silyl]oxy}methyl)pyridine (702 mg, 2.32 mmol, from Example 21a), tert-butyl (2S)-2-(hydroxymethyl)piperidine-1-carboxylate (500 mg, 2.32 mmol), Pd(OAc)2 (26 mg, 0.116 mmol), 2-(di-t-butylphosphino)biphenyl (42 mg, 0.139 mmol) and Cs2(CO3) (1.51 g, 4.64 mmol) were mixed in toluene (20 ml). The reaction was stirred under an N2 atmosphere and heated to 100° C. on an oil bath for 24 h. The solvent was evaporated in vacuo and the residue separated between EtOAc (250 m... The reactants are C(C)(=O)N1N=CC2=CC(=CC=C12)C=1NC=2N(C(C1)=O)N=C(N2)CC (5-(1-acetyl-1H-indazol-5-yl)-2-ethyl-[1,2,4]triazolo[1,5-α]pyrimidin-7(4H)-one), C([O-])([O-])=O.[K+].[K+] (potassium carbonate), O (water). Solvent: CO (methanol). Reaction conditions: time 8 hour. The product is C(C)C1=NN2C(NC(=CC2=O)C=2C=C3C=NNC3=CC2)=N1 (2-ethyl-5-(1H-indazol-5-yl)-[1,2,4]triazolo[1,5-α]pyrimidin-7(4H)-one), 2. Isolated yield 18.0%. As a reaction SMILES: C([N:4]1[C:12]2[C:7](=[CH:8][C:9]([C:13]3[NH:14][C:15]4[N:16]([N:20]=[C:21]([CH2:23][CH3:24])[N:22]=4)[C:17](=[O:19])[CH:18]=3)=[CH:10][CH:11]=2)[CH:6]=[N:5]1)(=O)C.C(=O)([O-])[O-].[K+].[K+].O>CO>[CH2:23]([C:21]1[N:22]=[C:15]2[NH:14][C:13]([C:9]3[CH:8]=[C:7]4[C:12](=[CH:11][CH:10]=3)[NH:4][N:5]=[CH:6]4)=[CH:18][C:17](=[O:19])[N:16]2[N:20]=1)[CH3:24] |f:1.2.3|. Procedure details: To a solution of 5-(1-acetyl-1H-indazol-5-yl)-2-ethyl-[1,2,4]triazolo[1,5-α]pyrimidin-7(4H)-one (130 mg, crude) in methanol (5 ml) was added potassium carbonate (20 mg, 0.14 mmol) and water (1 ml), and the reaction mixture was stirred overnight at room temperature. The reaction mixture was concentrated under vacuum and diluted with water (10 ml). The product was collected by filtration and washed with ethanol (10 ml) to afford 2-ethyl-5-(1H-indazol-5-yl)-[1,2,4]triazolo[1,5-α]pyrimidin-7(4H)-one... Starting materials: Cl (HCl), CC(C)(C)C1N(CCN(C1)CC1=CC=C(C=C1)C=1C=C2[C@@H](C[C@@H](N(C2=CC1)C(C)=O)C)NC(=O)OC(C)C)C(=O)[O-] (1,1-Dimethylethyl-4-({-4-[(cis)-1-acetyl-2-methyl-4-({[(1-methylethyl)oxy]carbonyl}amino)-1,2,3,4-tetrahydro-6-quinolinyl]phenyl}methyl)-1-piperazinecarboxylate), Cl (HCl), Cl (HCl), Intermediate 8. The solvent is CO (methanol), CO (methanol), CO (methanol), CO (methanol). Reaction conditions: temperature 70 celsius, time 8 hour. Yields the product Cl.Cl.C(C)(=O)N1[C@H](C[C@H](C2=CC(=CC=C12)C1=CC=C(C=C1)CN1CCNCC1)NC(OC(C)C)=O)C (1-methylethyl {(cis)-1-acetyl-2-methyl-6-[4-(1-piperazinylmethyl)phenyl]-1,2,3,4-tetrahydro-4-quinolinyl}carbamate dihydrochloride). RXN SMILES: CC([CH:5]1[CH2:10][N:9]([CH2:11][C:12]2[CH:17]=[CH:16][C:15]([C:18]3[CH:19]=[C:20]4[C:25](=[CH:26][CH:27]=3)[N:24]([C:28](=[O:30])[CH3:29])[C@@H:23]([CH3:31])[CH2:22][C@H:21]4[NH:32][C:33]([O:35][CH:36]([CH3:38])[CH3:37])=[O:34])=[CH:14][CH:13]=2)[CH2:8][CH2:7][N:6]1C([O-])=O)(C)C.[ClH:42]>CO>[ClH:42].[ClH:42].[C:28]([N:24]1[C:25]2[C:20](=[CH:19][C:18]([C:15]3[CH:16]=[CH:17][C:12]([CH2:11][N:9]4[CH2:8][CH2:7][NH:6][CH2:5][CH2:10]4)=[CH:13][CH:14]=3)=[CH:27][CH:26]=2)[C@H:21]([NH:32][C:33](=[O:34])[O:35][CH:36]([CH3:37])[CH3:38])[CH2:22][C@@H:23]1[CH3:31])(=[O:30])[CH3:29] |f:3.4.5|. Procedure details: 1,1-Dimethylethyl-4-({-4-[(cis)-1-acetyl-2-methyl-4-({[(1-methylethyl)oxy]carbonyl}amino)-1,2,3,4-tetrahydro-6-quinolinyl]phenyl}methyl)-1-piperazinecarboxylate (for a preparation see Intermediate 8) (98 mg, 0.174 mmol) was dissolved in methanol (2 mL) and to this was added 1.25M HCl in methanol. (0.305 mL, 0.382 mmol) and stirred overnight. 1.25M HCl in methanol. (0.305 mL, 0.382 mmol) was added and the reaction was heated in a sealed vessel to 70° C. in an optimiser microwave for 15 min follow... Starting materials: [Pb](Br)Br (lead bromide), [Al] (aluminum), COC1=C(C=O)C=C(C(=C1)OC)OC (2,4,5-trimethoxybenzaldehyde), Cl (hydrochloric acid), C(Cl)(Cl)(Cl)Cl (carbon tetrachloride). Run in CN(C=O)C (dimethylformamide). Conditions: time 1 hour. The product is OC(C(Cl)(Cl)Cl)C1=C(C=C(C(=C1)OC)OC)OC (1-(1-hydroxy-2,2,2-trichloroethyl)-2,4,5-trimethoxybenzene). Yield: 79.0%. Reaction SMILES: [Pb](Br)Br.[Al].[CH3:5][O:6][C:7]1[CH:14]=[C:13]([O:15][CH3:16])[C:12]([O:17][CH3:18])=[CH:11][C:8]=1[CH:9]=[O:10].Cl.[C:20](Cl)([Cl:23])([Cl:22])[Cl:21]>CN(C)C=O>[OH:10][CH:9]([C:8]1[CH:11]=[C:12]([O:17][CH3:18])[C:13]([O:15][CH3:16])=[CH:14][C:7]=1[O:6][CH3:5])[C:20]([Cl:23])([Cl:22])[Cl:21]. Procedure: In 50 ml of dimethylformamide, 0.37 g of lead bromide, 0.41 g of aluminum foil and 1.96 g of 2,4,5-trimethoxybenzaldehyde were added, followed by the addition of 1.9 ml of carbon tetrachloride at room temperature. The resulting mixture was stirred for one hour. After the completion of the reaction, 2N hydrochloric acid was added to the reaction mixture under ice cooling, followed by extraction with ethyl acetate. The extract was washed successively with a saturated aqueous solution of sodium bic...